Dataset: the Open Reaction Database (ORD), a public repository of structured organic reaction records. Task: describe an organic reaction: reactants, conditions, products, and yield Starting materials: ClCc1cc2ccccc2o1, Fc1ccc2c(C3CCNCC3)noc2c1. As a reaction SMILES: [Cl:1][CH2:2][c:3]1[o:4][c:5]2[c:6]([cH:7]1)[cH:8][cH:9][cH:10][cH:11]2.[F:12][c:13]1[cH:14][c:15]2[c:16]([c:17]([CH:20]3[CH2:21][CH2:22][NH:23][CH2:24][CH2:25]3)[n:18][o:19]2)[cH:26][cH:27]1>>[CH2:2]([c:3]1[o:4][c:5]2[c:6]([cH:7]1)[cH:8][cH:9][cH:10][cH:11]2)[N:23]1[CH2:22][CH2:21][CH:20]([c:17]2[c:16]3[c:15]([cH:14][c:13]([F:12])[cH:27][cH:26]3)[o:19][n:18]2)[CH2:25][CH2:24]1. Yields the product Fc1ccc2c(C3CCN(Cc4cc5ccccc5o4)CC3)noc2c1. Starting materials: C(C(C)(C)C)=O (pivalaldehyde), C(CCC)[Li].CCCCCC (n-butyllithium hexane), CC=1C=C(CN2C=NC=C2)C=CC1 (N-(3-methylbenzyl)-imidazole), CN(C)CCN(C)C (TMEDA). The solvent is C1CCOC1 (THF), C1CCOC1 (THF), O (water). Reaction conditions: temperature -70 celsius, time 30 minute. Yields the product N1(C=NC=C1)C(C(C(C)(C)C)O)C=1C=C(C=CC1)C (1-(1-imidazolyl)-1-(3-tolyl)-3,3-dimethylbutan-2-ol). The yield is 8.3%. Reaction SMILES: C([Li])CCC.CCCCCC.[CH3:12][C:13]1[CH:14]=[C:15]([CH:22]=[CH:23][CH:24]=1)[CH2:16][N:17]1[CH:21]=[CH:20][N:19]=[CH:18]1.CN(CCN(C)C)C.[CH:33](=[O:38])[C:34]([CH3:37])([CH3:36])[CH3:35]>C1COCC1.O>[N:17]1([CH:16]([C:15]2[CH:14]=[C:13]([CH3:12])[CH:24]=[CH:23][CH:22]=2)[CH:33]([OH:38])[C:34]([CH3:37])([CH3:36])[CH3:35])[CH:21]=[CH:20][N:19]=[CH:18]1 |f:0.1|. Reported procedure: 39 ml (60 mmol) of a 1.55 molar n-butyllithium/hexane solution were added dropwise to a solution of 5.17 g (30 mmol) of N-(3-methylbenzyl)-imidazole and 3.49 g (30 mmol) of TMEDA in 60 ml of absolute THF at -70° C. The mixture was stirred for 30 minutes at about -70° C., after which a solution of 3.80 g (33 mmol) of 75% strength pivalaldehyde in 30 ml of absolute THF was added dropwise at about -70° C. in the course of 20 minutes, stirring was continued for 20 minutes at about -70° C. and the mi...